The task is: describe an organic reaction: reactants, conditions, products, and yield. This data is from the Open Reaction Database (ORD), a public repository of structured organic reaction records. Reactants: C(C1=CC=CC=C1)OC(=O)CC=1C=C(C=CC1)NC(NCC(=O)N1C(CC(C1C1=C(C=CC=C1)F)S(=O)(=O)C1=CC=CC=C1)C(=O)N1CCCC2=CC=CC=C12)=O ((2RS,4SR,5RS)-1-{2-[3-(3-(benzyloxycarbonylmethyl)phenyl)ureido]acetyl}-5-(2-fluorophenyl)-2-(1,2,3,4-tetrahydro-1-quinolylcarbonyl)-4-(phenylsulphonyl)pyrrolidine). Reagents/catalysts: [Pd] (palladium-on-charcoal). Solvent: C(C)O (ethanol). Yields the product FC1=C(C=CC=C1)C1C(CC(N1C(CNC(NC=1C=C(C=CC1)CC(=O)O)=O)=O)C(=O)N1CCCC2=CC=CC=C12)S(=O)(=O)C1=CC=CC=C1 ((2RS,4RS,5SR)-3-{3-[2-(5-(2-fluorophenyl)-2-(1,2,3,4-tetrahydro-1-quinolylcarbonyl)-4-(phenylsulphonyl)-1-pyrrolidinyl)-2-oxoethyl]ureido}phenylacetic acid). The yield is 66.6%. Reaction SMILES: C([O:8][C:9]([CH2:11][C:12]1[CH:13]=[C:14]([NH:18][C:19](=[O:57])[NH:20][CH2:21][C:22]([N:24]2[CH:28]([C:29]3[CH:34]=[CH:33][CH:32]=[CH:31][C:30]=3[F:35])[CH:27]([S:36]([C:39]3[CH:44]=[CH:43][CH:42]=[CH:41][CH:40]=3)(=[O:38])=[O:37])[CH2:26][CH:25]2[C:45]([N:47]2[C:56]3[C:51](=[CH:52][CH:53]=[CH:54][CH:55]=3)[CH2:50][CH2:49][CH2:48]2)=[O:46])=[O:23])[CH:15]=[CH:16][CH:17]=1)=[O:10])C1C=CC=CC=1>C(O)C.[Pd]>[F:35][C:30]1[CH:31]=[CH:32][CH:33]=[CH:34][C:29]=1[CH:28]1[N:24]([C:22](=[O:23])[CH2:21][NH:20][C:19](=[O:57])[NH:18][C:14]2[CH:13]=[C:12]([CH2:11][C:9]([OH:10])=[O:8])[CH:17]=[CH:16][CH:15]=2)[CH:25]([C:45]([N:47]2[C:56]3[C:51](=[CH:52][CH:53]=[CH:54][CH:55]=3)[CH2:50][CH2:49][CH2:48]2)=[O:46])[CH2:26][CH:27]1[S:36]([C:39]1[CH:40]=[CH:41][CH:42]=[CH:43][CH:44]=1)(=[O:37])=[O:38]. Procedure details: A The reaction is carried out in a way analogous to that described in Example 2A, but from 2.83 g of (2RS,4SR,5RS)-1-{2-[3-(3-(benzyloxycarbonylmethyl)phenyl)ureido]acetyl}-5-(2-fluorophenyl)-2-(1,2,3,4-tetrahydro-1-quinolylcarbonyl)-4-(phenylsulphonyl)pyrrolidine and 0.36 g of 10% palladium-on-charcoal in 150 cm3 of ethanol. After treatment, there are obtained 1.67 g of (2RS,4RS,5SR)-3-{3-[2-(5-(2-fluorophenyl)-2-(1,2,3,4-tetrahydro-1-quinolylcarbonyl)-4-(phenylsulphonyl)-1-pyrrolidinyl)-2-oxoe...